Dataset: the Open Reaction Database (ORD), a public repository of structured organic reaction records. Task: describe an organic reaction: reactants, conditions, products, and yield Starting materials: [Cl-].[NH4+] (ammonium chloride), C(CCC)O (1-butanol), FC=1C=NC=CC1C1=NC2=C(N1C)C=CC(=C2)C(F)(F)F (2-(3-fluoropyridin-4-yl-)-1-methyl-5-trifluoromethyl-1H-benzimidazole), [H-].[Na+] (sodium hydride). The solvent is CN(C)C=O (DMF). Conditions: time 10 minute. Product: C(CCC)OC=1C=NC=CC1C1=NC2=C(N1C)C=CC(=C2)C(F)(F)F (2-(3-butoxypyridin-4-yl-)-1-methyl-5-trifluoromethyl-1H-benzimidazole). The yield is 89.3%. RXN SMILES: [CH2:1]([OH:5])[CH2:2][CH2:3][CH3:4].[H-].[Na+].F[C:9]1[CH:10]=[N:11][CH:12]=[CH:13][C:14]=1[C:15]1[N:19]([CH3:20])[C:18]2[CH:21]=[CH:22][C:23]([C:25]([F:28])([F:27])[F:26])=[CH:24][C:17]=2[N:16]=1.[Cl-].[NH4+]>CN(C=O)C>[CH2:1]([O:5][C:9]1[CH:10]=[N:11][CH:12]=[CH:13][C:14]=1[C:15]1[N:19]([CH3:20])[C:18]2[CH:21]=[CH:22][C:23]([C:25]([F:28])([F:27])[F:26])=[CH:24][C:17]=2[N:16]=1)[CH2:2][CH2:3][CH3:4] |f:1.2,4.5|. Reported procedure: To a mixture of 0.44 g of 1-butanol and 6 ml of DMF was added 0.24 g of 60% sodium hydride (oily) under ice cool, and the mixture was stirred for 10 minutes. And, 2-(3-fluoropyridin-4-yl-)-1-methyl-5-trifluoromethyl-1H-benzimidazole (0.35 g) was added, then, the mixture was stirred for 1.5 hours at room temperature. Into the reaction mixture was poured a saturated ammonium chloride aqueous solution, and the mixture was extracted three times with ethyl acetate. The organic layer was dried over ma... Starting materials: Cl.C12(CC3CC(CC(C1)C3)C2)CCN (1-adamantaneethylamine hydrochloride), CC1=C(C(=O)O)C=C(C=C1)C (2.5-dimethylbenzoic acid). Yields the product CC1=C(C(=O)NCCC23CC4CC(CC(C2)C4)C3)C=C(C=C1)C (2,5-Dimethyl-N-(2-[tricyclo[3.3.1.13,7]dec-1-yl]ethyl)-benzamide). Isolated yield 86.2%. Reaction SMILES: Cl.[C:2]12([CH2:12][CH2:13][NH2:14])[CH2:11][CH:6]3[CH2:7][CH:8]([CH2:10][CH:4]([CH2:5]3)[CH2:3]1)[CH2:9]2.[CH3:15][C:16]1[CH:24]=[CH:23][C:22]([CH3:25])=[CH:21][C:17]=1[C:18](O)=[O:19]>>[CH3:15][C:16]1[CH:24]=[CH:23][C:22]([CH3:25])=[CH:21][C:17]=1[C:18]([NH:14][CH2:13][CH2:12][C:2]12[CH2:9][CH:8]3[CH2:7][CH:6]([CH2:5][CH:4]([CH2:10]3)[CH2:3]1)[CH2:11]2)=[O:19] |f:0.1|. Procedure: Prepared according to the method of Example 14 from 1-adamantaneethylamine hydrochloride (0.131 g) and 2.5-dimethylbenzoic acid (0.099 g) to give the title compound as a white solid (0.163 g). Starting materials: C1(CC1)C=1C(=CC(=NC1)C(=O)O)OCC(F)(F)F (5-Cyclopropyl-4-(2,2,2-trifluoro-ethoxy)-pyridine-2-carboxylic acid), NC1(COC1)CC(=O)NC (2-(3-aminooxetan-3-yl)-N-methyl-acetamide). Yields the product C1(CC1)C=1C(=CC(=NC1)C(=O)NC1(COC1)CC(=O)NC)OCC(F)(F)F (5-cyclopropyl-N-[3-[2-(methylamino)-2-oxoethyl]oxetan-3-yl]-4-(2,2,2-trifluoroethoxy)pyridine-2-carboxamide). Reaction SMILES: [CH:1]1([C:4]2[C:5]([O:13][CH2:14][C:15]([F:18])([F:17])[F:16])=[CH:6][C:7]([C:10]([OH:12])=O)=[N:8][CH:9]=2)[CH2:3][CH2:2]1.[NH2:19][C:20]1([CH2:24][C:25]([NH:27][CH3:28])=[O:26])[CH2:23][O:22][CH2:21]1>>[CH:1]1([C:4]2[C:5]([O:13][CH2:14][C:15]([F:18])([F:17])[F:16])=[CH:6][C:7]([C:10]([NH:19][C:20]3([CH2:24][C:25]([NH:27][CH3:28])=[O:26])[CH2:23][O:22][CH2:21]3)=[O:12])=[N:8][CH:9]=2)[CH2:2][CH2:3]1. Procedure: The title compound was synthesized in analogy to Example 112e, using 5-Cyclopropyl-4-(2,2,2-trifluoro-ethoxy)-pyridine-2-carboxylic acid (Example 48c) and 2-(3-aminooxetan-3-yl)-N-methyl-acetamide (example 231a) as starting materials and isolated (25 mg, 43%); MS (ESI, m/z): 388.6 (M+H+). The reactants are [H-].[Na+] (sodium hydride), CS (methylmercaptan), Cl (hydrochloric acid), O1CCCC1 (tetrahydrofuran), BrCCC(=O)C1=C(C=CC(=C1)C(C)(C)C)O (2-(3-bromopropionyl)-4-tert-butylphenol). The solvent is CO (methanol), CO (methanol). Conditions: time 15 minute. Yields the product CCCC(=S)C1=C(C=CC(=C1)C(C)(C)C)O (2-(3-Methylthiopropionyl)-4-tert-butylphenol). As a reaction SMILES: [H-].[Na+].[CH3:3][SH:4].BrCCC([C:10]1[CH:15]=[C:14]([C:16]([CH3:19])([CH3:18])[CH3:17])[CH:13]=[CH:12][C:11]=1[OH:20])=O.Cl.O1C[CH2:25][CH2:24][CH2:23]1>CO>[CH3:23][CH2:24][CH2:25][C:3]([C:10]1[CH:15]=[C:14]([C:16]([CH3:17])([CH3:18])[CH3:19])[CH:13]=[CH:12][C:11]=1[OH:20])=[S:4] |f:0.1|. Procedure: To a mixed solution of 1.65 g of sodium hydride (content 63%) and 15 ml of methanol were added 7.2 ml of 30% methylmercaptan in methanol and stirred at room temperature for 15 minutes. The solution was added dropwise to 4.289 g of 2-(3-bromopropionyl)-4-tert-butylphenol [described in Reference Example 3(h)] dissolved in 37.6 ml of tetrahydrofuran at room temperature and stirred at the same temperature for one hour. The reaction mixture was acidified with 1 N hydrochloric acid and extracted with ... The reactants are O=C([O-])O, COc1ccc(C2CCNCCS2)cc1, CC#N, [K+], ClCCCCc1ccncc1. Product: COc1ccc(C2CCN(CCCCc3ccncc3)CCS2)cc1. RXN SMILES: [C:27](=[O:28])([OH:29])[O-:30].[CH3:12][O:13][c:14]1[cH:15][cH:16][c:17]([CH:20]2[CH2:21][CH2:22][NH:23][CH2:24][CH2:25][S:26]2)[cH:18][cH:19]1.[CH3:32][C:33]#[N:34].[K+:31].[n:1]1[cH:2][cH:3][c:4]([CH2:7][CH2:8][CH2:9][CH2:10][Cl:11])[cH:5][cH:6]1>>[n:1]1[cH:2][cH:3][c:4]([CH2:7][CH2:8][CH2:9][CH2:10][N:23]2[CH2:22][CH2:21][CH:20]([c:17]3[cH:16][cH:15][c:14]([O:13][CH3:12])[cH:19][cH:18]3)[S:26][CH2:25][CH2:24]2)[cH:5][cH:6]1. The reactants are OB(O)c1cc(C(F)(F)F)cc(C(F)(F)F)c1, CC(Nc1nccc(-n2cnc3cc(I)ccc32)n1)c1ccccc1. The product is CC(Nc1nccc(-n2cnc3cc(-c4cc(C(F)(F)F)cc(C(F)(F)F)c4)ccc32)n1)c1ccccc1. RXN SMILES: [F:26][C:27]([c:28]1[cH:29][c:30]([B:38]([OH:39])[OH:40])[cH:31][c:32]([C:34]([F:35])([F:36])[F:37])[cH:33]1)([F:41])[F:42].[c:1]1([CH:7]([CH3:8])[NH:9][c:10]2[n:11][cH:12][cH:13][c:14](-[n:16]3[cH:17][n:18][c:19]4[c:20]3[cH:21][cH:22][c:23]([I:25])[cH:24]4)[n:15]2)[cH:2][cH:3][cH:4][cH:5][cH:6]1>>[c:1]1([CH:7]([CH3:8])[NH:9][c:10]2[n:11][cH:12][cH:13][c:14](-[n:16]3[cH:17][n:18][c:19]4[c:20]3[cH:21][cH:22][c:23](-[c:30]3[cH:29][c:28]([C:27]([F:26])([F:41])[F:42])[cH:33][c:32]([C:34]([F:35])([F:36])[F:37])[cH:31]3)[cH:24]4)[n:15]2)[cH:2][cH:3][cH:4][cH:5][cH:6]1. The reactants are NC1=NC=CC=C1OCC1=C(C=CC=C1)F (2-amino-3-(2-fluorobenzyloxy)pyridine), ClC(C(=O)OCC)C(=O)C (ethyl 2-chloroacetoacetate), C([O-])(O)=O.[Na+] (sodium bicarbonate), C(OC)COC (dimethoxyethane). Solvent: CCCCCC (Hexane). Conditions: time 0.5 hour. The product is C(C)OC(=O)C1=C(N=C2N1C=CC=C2OCC2=C(C=CC=C2)F)C (8-(2-Fluorobenzyloxy)-2-methylimidazo[1,2-a]pyridine-3-carboxylic acid ethyl ester). RXN SMILES: [NH2:1][C:2]1[C:7]([O:8][CH2:9][C:10]2[CH:15]=[CH:14][CH:13]=[CH:12][C:11]=2[F:16])=[CH:6][CH:5]=[CH:4][N:3]=1.Cl[CH:18]([C:24]([CH3:26])=O)[C:19]([O:21][CH2:22][CH3:23])=[O:20].C(=O)(O)[O-].[Na+].C(COC)OC>CCCCCC>[CH2:22]([O:21][C:19]([C:18]1[N:3]2[CH:4]=[CH:5][CH:6]=[C:7]([O:8][CH2:9][C:10]3[CH:15]=[CH:14][CH:13]=[CH:12][C:11]=3[F:16])[C:2]2=[N:1][C:24]=1[CH3:26])=[O:20])[CH3:23] |f:2.3|. Procedure details: A mixture of 25.0 g of 2-amino-3-(2-fluorobenzyloxy)pyridine, 20.5 g ethyl 2-chloroacetoacetate, 10.0 g of sodium bicarbonate and 250 ml dimethoxyethane was heated under reflux for 48 hrs. An additional 5.0 g ethyl 2-chloroacetonacetate was added and refluxed for another 24 hrs., followed by another 5.0 g and refluxed for a further 66 hrs. The mixture was cooled and suctionfiltered. The solids collected were washed with tetrahydrofuran, and the combined filtrate and washings were evaporated inva...